This data is from the Open Reaction Database (ORD), a public repository of structured organic reaction records. The task is: describe an organic reaction: reactants, conditions, products, and yield Starting materials: CCCn1cncc1CSc1ccc(N)cc1, CCOC(C)=O, Cl, O, Cc1ccc(C(=O)OC(=O)C(O)C(O)C(=O)OC(=O)c2ccc(C)cc2)cc1. Product: CCCn1cncc1CS(=O)c1ccc(N)cc1. RXN SMILES: [CH2:30]([CH2:31][CH3:32])[n:33]1[cH:34][n:35][cH:36][c:37]1[CH2:38][S:39][c:40]1[cH:41][cH:42][c:43]([NH2:46])[cH:44][cH:45]1.[CH3:48][CH2:49][O:50][C:51](=[O:52])[CH3:53].[ClH:47].[OH2:1].[c:2]1([CH3:3])[cH:4][cH:5][c:6]([C:7]([O:8][C:10](=[O:11])[CH:12]([CH:13]([C:14]([O:15][C:16]([c:17]2[cH:18][cH:19][c:20]([CH3:21])[cH:22][cH:23]2)=[O:24])=[O:25])[OH:26])[OH:27])=[O:9])[cH:28][cH:29]1>>[O:9]=[S:39]([CH2:38][c:37]1[n:33]([CH2:30][CH2:31][CH3:32])[cH:34][n:35][cH:36]1)[c:40]1[cH:41][cH:42][c:43]([NH2:46])[cH:44][cH:45]1. As a reaction SMILES: [C:23]([BH3-:24])#[N:25].[CH3:19][C:20](=[O:21])[O-:22].[CH3:1][O:2][c:3]1[cH:4][cH:5][c:6]([C:7]([c:8]2[cH:9][cH:10][cH:11][cH:12][cH:13]2)=[N:14][OH:15])[cH:16][cH:17]1.[Cl-:27].[Cl-:28].[Cl-:29].[NH4+:18].[Na+:26].[Ti+3:30]>>[CH3:1][O:2][c:3]1[cH:4][cH:5][c:6]([CH:7]([c:8]2[cH:9][cH:10][cH:11][cH:12][cH:13]2)[NH2:14])[cH:16][cH:17]1. Starting materials: [BH3-]C#N, CC(=O)[O-], COc1ccc(C(=NO)c2ccccc2)cc1, [Cl-], [Cl-], [Cl-], [NH4+], [Na+], [Ti+3]. Yields the product COc1ccc(C(N)c2ccccc2)cc1. The reactants are O=C([O-])[O-], [K+], [K+], C1CCOC1, Cc1nc(-c2ccccc2)cc(-c2cccc([N+](=O)[O-])c2)c1CO, BrP(Br)Br. The product is Cc1nc(-c2ccccc2)cc(-c2cccc([N+](=O)[O-])c2)c1CBr. As a reaction SMILES: [C:29](=[O:30])([O-:31])[O-:32].[K+:33].[K+:34].[O:35]1[CH2:36][CH2:37][CH2:38][CH2:39]1.[OH:5][CH2:6][c:7]1[c:8]([CH3:28])[n:9][c:10](-[c:22]2[cH:23][cH:24][cH:25][cH:26][cH:27]2)[cH:11][c:12]1-[c:13]1[cH:14][c:15]([N+:19](=[O:20])[O-:21])[cH:16][cH:17][cH:18]1.[P:1]([Br:2])([Br:3])[Br:4]>>[Br:2][CH2:6][c:7]1[c:8]([CH3:28])[n:9][c:10](-[c:22]2[cH:23][cH:24][cH:25][cH:26][cH:27]2)[cH:11][c:12]1-[c:13]1[cH:14][c:15]([N+:19](=[O:20])[O-:21])[cH:16][cH:17][cH:18]1. Starting materials: Cl.NC1=C(SC=C1)C1=NN=C(O1)N (5-(3-Aminothiophen-2-yl)[1,3,4]oxadiazol-2-ylamine hydrochloride), ClC1=C(C(=O)N=C=O)C=C(C(=C1)F)F (2-chloro-4,5-difluorobenzoyl isocyanate). Solvent: C(C)#N (acetonitrile), C(C)#N (acetonitrile). Run at time 3 hour. The product is NC1=NN=C(O1)C=1SC=CC1NC(=O)NC(C1=C(C=C(C(=C1)F)F)Cl)=O (1-[2-(5-Amino[1,3,4]oxadiazol-2-yl)thiophen-3-yl]-3-(2-chloro-4,5-difluorobenzoyl)urea). RXN SMILES: Cl.[NH2:2][C:3]1[CH:7]=[CH:6][S:5][C:4]=1[C:8]1[O:12][C:11]([NH2:13])=[N:10][N:9]=1.[Cl:14][C:15]1[CH:25]=[C:24]([F:26])[C:23]([F:27])=[CH:22][C:16]=1[C:17]([N:19]=[C:20]=[O:21])=[O:18]>C(#N)C>[NH2:13][C:11]1[O:12][C:8]([C:4]2[S:5][CH:6]=[CH:7][C:3]=2[NH:2][C:20]([NH:19][C:17](=[O:18])[C:16]2[CH:22]=[C:23]([F:27])[C:24]([F:26])=[CH:25][C:15]=2[Cl:14])=[O:21])=[N:9][N:10]=1 |f:0.1|. Procedure details: 5-(3-Aminothiophen-2-yl)[1,3,4]oxadiazol-2-ylamine hydrochloride (30 mg) is initially charged in 3 ml of acetonitrile. The equimolar solution of 2-chloro-4,5-difluorobenzoyl isocyanate in acetonitrile is added and stirred at RT. After 3 hours, the solid is filtered off with suction and dried under reduced pressure.